Dataset: the Open Reaction Database (ORD), a public repository of structured organic reaction records. Task: describe an organic reaction: reactants, conditions, products, and yield Reactants: CC(CCN)C (3-methylbutylamine), S(=O)(=O)([O-])[O-].[Mg+2] (magnesium sulfate), C(CC#N)#N (malononitrile), FC(C=1C=C(C=C(C1)C(F)(F)F)N=C=S)(F)F (3,5-bis(trifluoromethyl)phenylisothiocyanate). Reagents/catalysts: [Hg]=O (mercury(II) oxide). Solvent: C(Cl)Cl (DCM), C(Cl)Cl (DCM), C(C)N(CC)CC (triethylamine). Reaction conditions: time 45 minute. The product is FC(C=1C=C(C=C(C1)C(F)(F)F)NC(=C(C#N)C#N)NCCC(C)C)(F)F (3-[3,5-bis(trifluoromethyl)phenylamino]-2-cyano-3-(3-methylbutylamino)-2-propenenitrile). The yield is 62.5%. As a reaction SMILES: [C:1](#[N:5])[CH2:2][C:3]#[N:4].[F:6][C:7]([F:22])([F:21])[C:8]1[CH:9]=[C:10]([N:18]=[C:19]=S)[CH:11]=[C:12]([C:14]([F:17])([F:16])[F:15])[CH:13]=1.[CH3:23][CH:24]([CH3:28])[CH2:25][CH2:26][NH2:27].S([O-])([O-])(=O)=O.[Mg+2]>C(Cl)Cl.[Hg]=O.C(N(CC)CC)C>[F:6][C:7]([F:22])([F:21])[C:8]1[CH:9]=[C:10]([NH:18][C:19]([NH:27][CH2:26][CH2:25][CH:24]([CH3:28])[CH3:23])=[C:2]([C:1]#[N:5])[C:3]#[N:4])[CH:11]=[C:12]([C:14]([F:17])([F:16])[F:15])[CH:13]=1 |f:3.4|. Reported procedure: To a solution of malononitrile (0.33 g, 5.00 mmol) in DCM at 0° C. first 3,5-bis(trifluoromethyl)phenylisothiocyanate (1.41 g, 5.20 mmol) and then triethylamine (1.0 mL) were added. The mixture was stirred at room temperature for 1 h 45 min and then DCM (5 mL), 3-methylbutylamine (1.0 mL, 8.60 mmol), magnesium sulfate (0.57 g) and mercury(II) oxide (2.54 g, 11.7 mmol) were added. The resulting mixture was stirred at room temperature for 17 h, whereby it turned black. This mixture was then filtra... The reactants are Nc1ccc(Br)cc1Cl, CC#N, Cl, O=C(O)c1ccc(F)c(F)c1F, [Li], [NH2-]. The product is O=C(O)c1ccc(F)c(F)c1Nc1ccc(Br)cc1Cl. As a reaction SMILES: [Br:13][c:14]1[cH:15][c:16]([Cl:21])[c:17]([NH2:18])[cH:19][cH:20]1.[CH3:25][C:26]#[N:27].[ClH:24].[F:1][c:2]1[c:3]([C:4](=[O:5])[OH:6])[cH:7][cH:8][c:9]([F:12])[c:10]1[F:11].[Li:22].[NH2-:23]>>[c:2]1([NH:18][c:17]2[c:16]([Cl:21])[cH:15][c:14]([Br:13])[cH:20][cH:19]2)[c:3]([C:4](=[O:5])[OH:6])[cH:7][cH:8][c:9]([F:12])[c:10]1[F:11]. Starting materials: ClC1=C2C=CNC2=CC=C1 (4-chloro indole), ClC1=C(C=O)C=CC(=C1)F (2-chloro 4-fluorobenzaldehyde), BrCCCC (1-bromobutane). The product is ClC1=C2C(=CN(C2=CC=C1)CCCC)C(C1=C(C=C(C=C1)F)Cl)C1=CN(C2=CC=CC(=C12)Cl)CCCC (Bis(4-chloro-1-butylindol-3-yl)-(2-chloro-4-fluorophenyl)methane). As a reaction SMILES: [Cl:1][C:2]1[CH:10]=[CH:9][CH:8]=[C:7]2[C:3]=1[CH:4]=[CH:5][NH:6]2.[Cl:11][C:12]1[CH:19]=[C:18]([F:20])[CH:17]=[CH:16][C:13]=1[CH:14]=O.Br[CH2:22][CH2:23][CH2:24][CH3:25]>>[Cl:1][C:2]1[CH:10]=[CH:9][CH:8]=[C:7]2[C:3]=1[C:4]([CH:14]([C:4]1[C:3]3[C:7](=[CH:8][CH:9]=[CH:10][C:2]=3[Cl:1])[N:6]([CH2:10][CH2:2][CH2:3][CH3:4])[CH:5]=1)[C:13]1[CH:16]=[CH:17][C:18]([F:20])=[CH:19][C:12]=1[Cl:11])=[CH:5][N:6]2[CH2:22][CH2:23][CH2:24][CH3:25]. Procedure details: The compound Bis(4-chloro-1-butylindol-3-yl)-(2-chloro-4-fluorophenyl)methane was prepared following procedure A, starting from 4-chloro indole and 2-chloro 4-fluorobenzaldehyde, and the resulting compound was reacted with 1-bromobutane following procedure B. LC: Tr 2.83 min, MS: 555 (M+H)+ Starting materials: C=CC1CCC2(CC1)OCCO2, ClCCl, O=C(OO)c1cccc(Cl)c1. Yields the product C1COC2(CCC(C3CO3)CC2)O1. As a reaction SMILES: [CH:1](=[CH2:2])[CH:3]1[CH2:4][CH2:5][C:6]2([O:7][CH2:8][CH2:9][O:10]2)[CH2:11][CH2:12]1.[Cl:24][CH2:25][Cl:26].[OH:13][O:14][C:15]([c:16]1[cH:17][c:18]([Cl:19])[cH:20][cH:21][cH:22]1)=[O:23]>>[CH:1]1([CH:3]2[CH2:4][CH2:5][C:6]3([O:7][CH2:8][CH2:9][O:10]3)[CH2:11][CH2:12]2)[CH2:2][O:13]1. Starting materials: BrC(Br)(Br)Br, CC(c1ccccc1)N1CC(CCO)(COCc2ccccc2)CC1=O, ClCCl, c1ccc(P(c2ccccc2)c2ccccc2)cc1. Yields the product CC(c1ccccc1)N1CC(CCBr)(COCc2ccccc2)CC1=O. RXN SMILES: [C:1]([Br:2])([Br:3])([Br:4])[Br:5].[CH2:25]([c:26]1[cH:27][cH:28][cH:29][cH:30][cH:31]1)[O:32][CH2:33][C:34]1([CH2:48][CH2:49][OH:50])[CH2:35][C:36](=[O:47])[N:37]([CH:39]([CH3:40])[c:41]2[cH:42][cH:43][cH:44][cH:45][cH:46]2)[CH2:38]1.[Cl:51][CH2:52][Cl:53].[c:6]1([P:7]([c:8]2[cH:9][cH:10][cH:11][cH:12][cH:13]2)[c:14]2[cH:15][cH:16][cH:17][cH:18][cH:19]2)[cH:20][cH:21][cH:22][cH:23][cH:24]1>>[CH2:1]([Br:5])[CH2:48][C:34]1([CH2:33][O:32][CH2:25][c:26]2[cH:27][cH:28][cH:29][cH:30][cH:31]2)[CH2:35][C:36](=[O:47])[N:37]([CH:39]([CH3:40])[c:41]2[cH:42][cH:43][cH:44][cH:45][cH:46]2)[CH2:38]1. The reactants are FC=1C=C(C(C(=O)O)=CC1)N (4-Fluoroanthranilic acid), CC1=CC=C(C=O)C=C1 (4-methylbenzaldehyde). Solvent: C(C)O (ethanol). Product: FC=1C=C(C(C(=O)O)=CC1)N=CC1=CC=C(C=C1)C (4-fluoro-N-(4-methylbenzylidene)-anthranilic acid). As a reaction SMILES: [F:1][C:2]1[CH:3]=[C:4]([NH2:11])[C:5](=[CH:9][CH:10]=1)[C:6]([OH:8])=[O:7].[CH3:12][C:13]1[CH:20]=[CH:19][C:16]([CH:17]=O)=[CH:15][CH:14]=1>C(O)C>[F:1][C:2]1[CH:3]=[C:4]([N:11]=[CH:12][C:13]2[CH:20]=[CH:19][C:16]([CH3:17])=[CH:15][CH:14]=2)[C:5](=[CH:9][CH:10]=1)[C:6]([OH:8])=[O:7]. Procedure: 4-Fluoroanthranilic acid (1.0 g) and 4-methylbenzaldehyde (0.77 g) were added to ethanol (100 ml). The mixture was heated under reflux for 6 hours, cooled and evaporated under reduced pressure. The residue was recrystallised from toluene to give 4-fluoro-N-(4-methylbenzylidene)-anthranilic acid, mp 144°-5°. (Compound 13). Reactants: ClCCl (dichloromethane), CNCC#C (N-methylpropargylamine), ClC1=CC=C(CNC(=O)C=2C=NC3=C(C=C(C=C3C2O)CN2CCOCC2)I)C=C1 (N-(4-chlorobenzyl)-4-hydroxy-8-iodo-6-(4-morpholinylmethyl)-3-quinolinecarboxamide). The reagents and catalysts are Cl[Pd]([P](C1=CC=CC=C1)(C2=CC=CC=C2)C3=CC=CC=C3)([P](C4=CC=CC=C4)(C5=CC=CC=C5)C6=CC=CC=C6)Cl (PdCl2(PPh3)2), [Cu]I (CuI). Solvent: CCN(CC)CC (Et3N). Conditions: time 10 day. Yields the product ClC1=CC=C(CNC(=O)C2=CN3C4=C(C=C(C=C4C2=O)CN2CCOCC2)C=C3CNC)C=C1 (N-(4-Chlorobenzyl)-2-[(methylamino)methyl]-8-(4-morpholinylmethyl)-6-oxo-6H-pyrrolo[3,2,1-ij]quinoline-5-carboxamide). As a reaction SMILES: [Cl:1][C:2]1[CH:30]=[CH:29][C:5]([CH2:6][NH:7][C:8]([C:10]2[CH:11]=[N:12][C:13]3[C:18]([C:19]=2[OH:20])=[CH:17][C:16]([CH2:21][N:22]2[CH2:27][CH2:26][O:25][CH2:24][CH2:23]2)=[CH:15][C:14]=3I)=[O:9])=[CH:4][CH:3]=1.ClCCl.[CH3:34][NH:35][CH2:36][C:37]#[CH:38]>Cl[Pd](Cl)([P](C1C=CC=CC=1)(C1C=CC=CC=1)C1C=CC=CC=1)[P](C1C=CC=CC=1)(C1C=CC=CC=1)C1C=CC=CC=1.[Cu]I.CCN(CC)CC>[Cl:1][C:2]1[CH:30]=[CH:29][C:5]([CH2:6][NH:7][C:8]([C:10]2[C:19](=[O:20])[C:18]3[C:13]4=[C:14]([CH:38]=[C:37]([CH2:36][NH:35][CH3:34])[N:12]4[CH:11]=2)[CH:15]=[C:16]([CH2:21][N:22]2[CH2:27][CH2:26][O:25][CH2:24][CH2:23]2)[CH:17]=3)=[O:9])=[CH:4][CH:3]=1 |^1:41,60|. Reported procedure: To a flame-dried flask under a nitrogen atmosphere is added N-(4-chlorobenzyl)-4-hydroxy-8-iodo-6-(4-morpholinylmethyl)-3-quinolinecarboxamide (269 mg) of Preparation 26, PdCl2(PPh3)2 (35 mg), and CuI (12 mg). The flask is back-filled with nitrogen gas and charged with dichloromethane (5 mL), Et3N (0.15 mL), and N-methylpropargylamine (0.055 mL). The reaction is stirred at room temperature for 10 days. The reaction is concentrated under reduced pressure, treated with ethanol (5 mL) and heated to...